This data is from the Open Reaction Database (ORD), a public repository of structured organic reaction records. The task is: describe an organic reaction: reactants, conditions, products, and yield Starting materials: O1N=CC=C1C1=C(C=CC=C1)S(=O)(=O)N (2-(Isoxazol-5-yl)benzenesulfonamide), C(CCC)N=C=O (n-butyl isocyanate), C([O-])([O-])=O.[K+].[K+] (potassium carbonate). The solvent is CC(CC)=O (2-butanone). Yields the product C(CCC)NC(=O)NS(=O)(=O)C1=C(C=CC=C1)C1=CC=NO1 (N-(Butylaminocarbonyl)-2-(isoxazol-5-yl)benzenesulfonamide). Yield: 79.7%. As a reaction SMILES: [O:1]1[C:5]([C:6]2[CH:11]=[CH:10][CH:9]=[CH:8][C:7]=2[S:12]([NH2:15])(=[O:14])=[O:13])=[CH:4][CH:3]=[N:2]1.[CH2:16]([N:20]=[C:21]=[O:22])[CH2:17][CH2:18][CH3:19].C(=O)([O-])[O-].[K+].[K+]>CC(=O)CC>[CH2:16]([NH:20][C:21]([NH:15][S:12]([C:7]1[CH:8]=[CH:9][CH:10]=[CH:11][C:6]=1[C:5]1[O:1][N:2]=[CH:3][CH:4]=1)(=[O:13])=[O:14])=[O:22])[CH2:17][CH2:18][CH3:19] |f:2.3.4|. Procedure: A solution of 8.7 g of 2-(isoxazol-5-yl)benzenesulfonamide prepared in Example 5, 4.7 g of n-butyl isocyanate and 5.4 g of potassium carbonate in 125 ml of 2-butanone was refluxed for 7 hours. The resulting suspension was concentrated to dryness in vacuo. The residue was taken up in 200 ml of water and extracted once with 100 ml of ethyl ether. The aqueous layer was acidified with 2N HCl and the resulting suspension was extracted with methylene chloride. After drying the methylene chloride extra...